This data is from the Open Reaction Database (ORD), a public repository of structured organic reaction records. The task is: describe an organic reaction: reactants, conditions, products, and yield The reactants are OCCCCn1c(S)nnc1C12CC3CC(CC(C3)C1)C2, O=C([O-])[O-], Cl, [Na+], [Na+]. The product is C1CCn2c(nnc2C23CC4CC(CC(C4)C2)C3)SC1. RXN SMILES: [C:1]12([c:11]3[n:12][n:13][c:14]([SH:21])[n:15]3[CH2:16][CH2:17][CH2:18][CH2:19][OH:20])[CH2:2][CH:3]3[CH2:4][CH:5]([CH2:6][CH:7]([CH2:8]1)[CH2:9]3)[CH2:10]2.[C:22](=[O:23])([O-:24])[O-:25].[ClH:28].[Na+:26].[Na+:27]>>[C:1]12([c:11]3[n:12][n:13][c:14]4[n:15]3[CH2:16][CH2:17][CH2:18][CH2:19][S:21]4)[CH2:2][CH:3]3[CH2:4][CH:5]([CH2:6][CH:7]([CH2:8]1)[CH2:9]3)[CH2:10]2. The reactants are CC(C)(CC(O[Si](C)(C)C(C)(C)C)C(F)(F)F)c1ccccc1S(N)(=O)=O, COC(OC)N(C)C, ClCCl. The product is CN(C)C=NS(=O)(=O)c1ccccc1C(C)(C)CC(O[Si](C)(C)C(C)(C)C)C(F)(F)F. As a reaction SMILES: [C:1]([CH3:2])([CH3:3])([CH3:4])[Si:5]([O:6][CH:7]([CH2:8][C:9]([CH3:10])([CH3:11])[c:12]1[c:13]([S:18](=[O:19])(=[O:20])[NH2:21])[cH:14][cH:15][cH:16][cH:17]1)[C:22]([F:23])([F:24])[F:25])([CH3:26])[CH3:27].[CH3:28][O:29][CH:30]([N:31]([CH3:32])[CH3:33])[O:34][CH3:35].[Cl:36][CH2:37][Cl:38]>>[C:1]([CH3:2])([CH3:3])([CH3:4])[Si:5]([O:6][CH:7]([CH2:8][C:9]([CH3:10])([CH3:11])[c:12]1[c:13]([S:18](=[O:19])(=[O:20])[N:21]=[CH:30][N:31]([CH3:32])[CH3:33])[cH:14][cH:15][cH:16][cH:17]1)[C:22]([F:23])([F:24])[F:25])([CH3:26])[CH3:27]. Starting materials: C1(=CC=CC=C1)SC (thioanisole), C1=CC=CC=2C3=CC=CC=C3C(C12)COC(NC1=CC(=C(C=C1)NC(CCCCC1SCC2NC(NC21)=O)=O)OCC2=CC=CC=C2)=O ({3-Benzyloxy-4-[5-(2-oxo-hexahydro-thieno[3,4-d]imidazol-4-yl)-pentanoylamino]-phenyl}-carbamic acid 9H-fluoren-9-ylmethyl ester), Teflon. Solvent: O (water), C(=O)(C(F)(F)F)O (TFA). Product: C1=CC=CC=2C3=CC=CC=C3C(C12)COC(NC1=CC(=C(C=C1)NC(CCCCC1SCC2NC(NC21)=O)=O)O)=O ({3-Hydroxy-4-[5-(2-oxo-hexahydro-thieno[3,4-d]imidazol-4-yl)-pentanoylamino]-phenyl}-carbamic acid 9H-fluoren-9-ylmethyl ester). Yield: 63.0%. As a reaction SMILES: [CH:1]1[C:13]2[CH:12]([CH2:14][O:15][C:16](=[O:48])[NH:17][C:18]3[CH:23]=[CH:22][C:21]([NH:24][C:25](=[O:39])[CH2:26][CH2:27][CH2:28][CH2:29][CH:30]4[CH:37]5[CH:33]([NH:34][C:35](=[O:38])[NH:36]5)[CH2:32][S:31]4)=[C:20]([O:40]CC4C=CC=CC=4)[CH:19]=3)[C:11]3[C:6](=[CH:7][CH:8]=[CH:9][CH:10]=3)[C:5]=2[CH:4]=[CH:3][CH:2]=1.C1(SC)C=CC=CC=1>C(O)(C(F)(F)F)=O.O>[CH:1]1[C:13]2[CH:12]([CH2:14][O:15][C:16](=[O:48])[NH:17][C:18]3[CH:23]=[CH:22][C:21]([NH:24][C:25](=[O:39])[CH2:26][CH2:27][CH2:28][CH2:29][CH:30]4[CH:37]5[CH:33]([NH:34][C:35](=[O:38])[NH:36]5)[CH2:32][S:31]4)=[C:20]([OH:40])[CH:19]=3)[C:11]3[C:6](=[CH:7][CH:8]=[CH:9][CH:10]=3)[C:5]=2[CH:4]=[CH:3][CH:2]=1. Procedure details: {3-Benzyloxy-4-[5-(2-oxo-hexahydro-thieno[3,4-d]imidazol-4-yl)-pentanoylamino]-phenyl}-carbamic acid 9H-fluoren-9-ylmethyl ester (389) (0.28 g, 0.422 mmol) was dissolved in TFA (2 mL) and thioanisole (0.4 mL) was added. The mixture was shaken at room temperature in a Teflon septum capped 40 mL I-Chem vial for 3 h. LC-MS indicated complete de-benzylation at this point. The mixture was diluted with water (15 mL) and a pink/orange precipitate formed. Collection by filtration under reduced pressure ... Reactants: CCN1CC(C)n2c(c(OC)c3c(=O)[nH]nc(C(=O)NN)c32)C1=O, CN, ClCCl, I, [Na+], [Na+], O=S([O-])[O-]. The product is CCN1CC(C)n2c(c(OC)c3c(=O)[nH]nc(C(=O)NC)c32)C1=O. RXN SMILES: [CH2:1]([CH3:2])[N:3]1[C:4](=[O:24])[c:5]2[c:6]([O:22][CH3:23])[c:7]3[c:8]([c:9]([C:14](=[O:15])[NH:16][NH2:17])[n:10][nH:11][c:12]3=[O:13])[n:18]2[CH:19]([CH3:21])[CH2:20]1.[CH3:25][NH2:26].[Cl:34][CH2:35][Cl:36].[I:27].[Na+:32].[Na+:33].[S:28]([O-:29])([O-:30])=[O:31]>>[CH2:1]([CH3:2])[N:3]1[C:4](=[O:24])[c:5]2[c:6]([O:22][CH3:23])[c:7]3[c:8]([c:9]([C:14](=[O:15])[NH:16][CH3:25])[n:10][nH:11][c:12]3=[O:13])[n:18]2[CH:19]([CH3:21])[CH2:20]1.